This data is from the Open Reaction Database (ORD), a public repository of structured organic reaction records. The task is: describe an organic reaction: reactants, conditions, products, and yield Starting materials: COC(CC=1C=C(C(=CC1)OC)C1=C(C=C(C=C1)C(F)(F)F)CNCCC1=CC=CC=C1)=O ([6-methoxy-2′-(phenethylamino-methyl)-4′-trifluoromethyl-biphenyl-3-yl]-acetic acid methyl ester), ClC(=O)OC (methyl chloroformate). Yields the product COC(CC=1C=C(C(=CC1)OC)C1=C(C=C(C=C1)C(F)(F)F)CN(CCC1=CC=CC=C1)C(=O)OC)=O ({6-Methoxy-2′-[(methoxycarbonyl-phenethyl-amino)-methyl]-4′-trifluoromethyl-biphenyl-3-yl}-acetic acid methyl ester). As a reaction SMILES: [CH3:1][O:2][C:3](=[O:33])[CH2:4][C:5]1[CH:6]=[C:7]([C:13]2[CH:18]=[CH:17][C:16]([C:19]([F:22])([F:21])[F:20])=[CH:15][C:14]=2[CH2:23][NH:24][CH2:25][CH2:26][C:27]2[CH:32]=[CH:31][CH:30]=[CH:29][CH:28]=2)[C:8]([O:11][CH3:12])=[CH:9][CH:10]=1.Cl[C:35]([O:37][CH3:38])=[O:36]>>[CH3:1][O:2][C:3](=[O:33])[CH2:4][C:5]1[CH:6]=[C:7]([C:13]2[CH:18]=[CH:17][C:16]([C:19]([F:21])([F:20])[F:22])=[CH:15][C:14]=2[CH2:23][N:24]([C:35]([O:37][CH3:38])=[O:36])[CH2:25][CH2:26][C:27]2[CH:32]=[CH:31][CH:30]=[CH:29][CH:28]=2)[C:8]([O:11][CH3:12])=[CH:9][CH:10]=1. Procedure details: Prepared according to the procedure described in Example 23, Step 1, using the following starting materials: [6-methoxy-2′-(phenethylamino-methyl)-4′-trifluoromethyl-biphenyl-3-yl]-acetic acid methyl ester and methyl chloroformate. Reactants: IC1=CN(C=2N=CN=C(C21)N)[C@@H]2CC[C@H](CC2)N2CCN(CC2)C (trans-5-iodo-7-[4-(4-methylpiperazino)cyclohexyl]-7H-pyrrolo[2,3-d]pyrimidin-4-amine), C1(=CC=CC=C1)OC1=CC(=C(C=C1)B1OC(C(O1)(C)C)(C)C)C (3-methyl-4-(4,4,5,5-tetramethyl-1,3,2-dioxaborolan-2-yl)phenyl phenyl ether), tetrakis(triphenyl-phosphine)palladium(0), C([O-])([O-])=O.[Na+].[Na+] (sodium carbonate). The solvent is CN(C=O)C (N,N-dimethylformamide), O (water). Conditions: temperature 80 celsius. Yields the product CC1=C(C=CC(=C1)OC1=CC=CC=C1)C1=CN(C=2N=CN=C(C21)N)[C@@H]2CC[C@H](CC2)N2CCN(CC2)C (trans-5-(2-methyl-4-phenoxyphenyl)-7-[4-(4-methylpiperazino)cyclohexyl]-7H-pyrrolo[2,3-d]pyrimidin-4-amine). The yield is 96.1%. Reaction SMILES: I[C:2]1[C:10]2[C:9]([NH2:11])=[N:8][CH:7]=[N:6][C:5]=2[N:4]([C@H:12]2[CH2:17][CH2:16][C@H:15]([N:18]3[CH2:23][CH2:22][N:21]([CH3:24])[CH2:20][CH2:19]3)[CH2:14][CH2:13]2)[CH:3]=1.[C:25]1([O:31][C:32]2[CH:37]=[CH:36][C:35](B3OC(C)(C)C(C)(C)O3)=[C:34]([CH3:47])[CH:33]=2)[CH:30]=[CH:29][CH:28]=[CH:27][CH:26]=1.C(=O)([O-])[O-].[Na+].[Na+]>CN(C)C=O.O>[CH3:47][C:34]1[CH:33]=[C:32]([O:31][C:25]2[CH:30]=[CH:29][CH:28]=[CH:27][CH:26]=2)[CH:37]=[CH:36][C:35]=1[C:2]1[C:10]2[C:9]([NH2:11])=[N:8][CH:7]=[N:6][C:5]=2[N:4]([C@H:12]2[CH2:17][CH2:16][C@H:15]([N:18]3[CH2:23][CH2:22][N:21]([CH3:24])[CH2:20][CH2:19]3)[CH2:14][CH2:13]2)[CH:3]=1 |f:2.3.4|. Procedure: A mixture of trans-5-iodo-7-[4-(4-methylpiperazino)cyclohexyl]-7H-pyrrolo[2,3-d]pyrimidin-4-amine (0.347 g, 0.000788 mol), 3-methyl-4-(4,4,5,5-tetramethyl-1,3,2-dioxaborolan-2-yl)phenyl phenyl ether (0.27 g, 0.000867 mol), tetrakis(triphenyl-phosphine)palladium(0) (0.054 g, 0.000047 mmol), and sodium carbonate (0.209 g, 0.00197 mol) in N,N-dimethylformamide (15 mL) and water (10 mL) was heated at 80° C. under an atmosphere of nitrogen for 16 hours. The mixture was allowed to cool to ambient temp... Starting materials: O=C(Cn1ncc(Br)c(Br)c1=O)NCc1ccncc1, OCCC12CC3CC(CC(C3)C1)C2, C1COCCO1, [Cl-], [Na+], [Na+], [OH-]. Yields the product O=C(Cn1ncc(OCCC23CC4CC(CC(C4)C2)C3)c(Br)c1=O)NCc1ccncc1. Reaction SMILES: [Br:1][c:2]1[cH:3][n:4][n:5]([CH2:10][C:11](=[O:12])[NH:13][CH2:14][c:15]2[cH:16][cH:17][n:18][cH:19][cH:20]2)[c:6](=[O:9])[c:7]1[Br:8].[C:21]12([CH2:31][CH2:32][OH:33])[CH2:22][CH:23]3[CH2:24][CH:25]([CH2:26][CH:27]([CH2:28]1)[CH2:29]3)[CH2:30]2.[CH2:38]1[O:39][CH2:40][CH2:41][O:42][CH2:43]1.[Cl-:37].[Na+:35].[Na+:36].[OH-:34]>>[c:2]1([O:33][CH2:32][CH2:31][C:21]23[CH2:22][CH:23]4[CH2:24][CH:25]([CH2:26][CH:27]([CH2:28]2)[CH2:29]4)[CH2:30]3)[cH:3][n:4][n:5]([CH2:10][C:11](=[O:12])[NH:13][CH2:14][c:15]2[cH:16][cH:17][n:18][cH:19][cH:20]2)[c:6](=[O:9])[c:7]1[Br:8]. Starting materials: OC1=C(C2=C(C(CCO2)=O)C=C1)CCC (2,3-dihydro-7-hydroxy-8-propyl-4H-1-benzopyran-4-one), C(C)OC(CCC1=C(C=CC(=C1)C(=O)C1=CC=C(C=C1)C(=O)OCC)OCCCCCBr)=O (2-[(5-bromopentyl)oxy]-5-[[4-(ethoxycarbonyl)phenyl]carbonyl]benzenepropanoic acid ethyl ester). Run in CCCCCC.C(C)(=O)OCC (hexane ethyl acetate). Product: C(=O)(O)C1=CC=C(C=C1)C(=O)C=1C=CC(=C(C1)CCC(=O)O)OCCCCCOC1=C(C2=C(C(CCO2)=O)C=C1)CCC (5-[(4-Carboxyphenyl)carbonyl]-2-[5-[(3,4-dihydro-4-oxo-8-propyl-2H-1-benzopyran-7-yl)oxy]pentyloxy]benzenepropanoic Acid). Yield: 54.4%. As a reaction SMILES: [OH:1][C:2]1[CH:12]=[CH:11][C:5]2[C:6](=[O:10])[CH2:7][CH2:8][O:9][C:4]=2[C:3]=1[CH2:13][CH2:14][CH3:15].C([O:18][C:19](=[O:48])[CH2:20][CH2:21][C:22]1[CH:27]=[C:26]([C:28]([C:30]2[CH:35]=[CH:34][C:33]([C:36]([O:38]CC)=[O:37])=[CH:32][CH:31]=2)=[O:29])[CH:25]=[CH:24][C:23]=1[O:41][CH2:42][CH2:43][CH2:44][CH2:45][CH2:46]Br)C>CCCCCC.C(OCC)(=O)C>[C:36]([C:33]1[CH:32]=[CH:31][C:30]([C:28]([C:26]2[CH:25]=[CH:24][C:23]([O:41][CH2:42][CH2:43][CH2:44][CH2:45][CH2:46][O:1][C:2]3[CH:12]=[CH:11][C:5]4[C:6](=[O:10])[CH2:7][CH2:8][O:9][C:4]=4[C:3]=3[CH2:13][CH2:14][CH3:15])=[C:22]([CH2:21][CH2:20][C:19]([OH:48])=[O:18])[CH:27]=2)=[O:29])=[CH:35][CH:34]=1)([OH:38])=[O:37] |f:2.3|. Reported procedure: Starting with 0.157 g (0.76 mmol) of 2,3-dihydro-7-hydroxy-8-propyl-4H-1-benzopyran-4-one, and 0.391 g (0.75 mmol) of 2-[(5-bromopentyl)oxy]-5-[[4-(ethoxycarbonyl)phenyl]carbonyl]benzenepropanoic acid ethyl ester, the title compound (0.240 g; 63.6% overall yield) was obtained as a white solid, mp 175°-177° C. (recrystallized from hexane-ethyl acetate), using the procedure of example 22. The reactants are NC1=NC(=NC2=CC(=C(C=C12)OC)OC)Cl (4-amino-2-chloro-6,7-dimethoxyquinazoline), C(=O)(O)C1CCNCC1 (4-carboxypiperidine). The product is O.NC1=NC(=NC2=CC(=C(C=C12)OC)OC)N1CCC(CC1)C(=O)O (4-Amino-2-(4 -carboxypiperidino)-6,7-dimethoxyquinazoline monohydrate). As a reaction SMILES: [NH2:1][C:2]1[C:11]2[C:6](=[CH:7][C:8]([O:14][CH3:15])=[C:9]([O:12][CH3:13])[CH:10]=2)[N:5]=[C:4](Cl)[N:3]=1.[C:17]([CH:20]1[CH2:25][CH2:24][NH:23][CH2:22][CH2:21]1)([OH:19])=[O:18]>>[OH2:12].[NH2:1][C:2]1[C:11]2[C:6](=[CH:7][C:8]([O:14][CH3:15])=[C:9]([O:12][CH3:13])[CH:10]=2)[N:5]=[C:4]([N:23]2[CH2:24][CH2:25][CH:20]([C:17]([OH:19])=[O:18])[CH2:21][CH2:22]2)[N:3]=1 |f:2.3|. Procedure: The above was prepared similarly to Example 1, starting from 4-amino-2-chloro-6,7-dimethoxyquinazoline and 4-carboxypiperidine and had an m.p. of 295°. Starting materials: N#Cc1ccccc1CBr, Cn1c(=O)c2[nH]c(C3CCCC(NC(=O)OCc4ccccc4)C3)nc2c2cccnc21, [H-], [H][H], [Na+], CN(C)C=O. Yields the product Cn1c(=O)c2c(nc(C3CCCC(NC(=O)OCc4ccccc4)C3)n2Cc2ccccc2C#N)c2cccnc21. As a reaction SMILES: [C:37](#[N:38])[c:39]1[c:40]([CH2:41][Br:42])[cH:43][cH:44][cH:45][cH:46]1.[CH2:1]([c:2]1[cH:3][cH:4][cH:5][cH:6][cH:7]1)[O:8][C:9]([NH:10][CH:11]1[CH2:12][CH:13]([c:17]2[nH:18][c:19]3[c:20]([c:21]4[cH:22][cH:23][cH:24][n:25][c:26]4[n:27]([CH3:30])[c:28]3=[O:29])[n:31]2)[CH2:14][CH2:15][CH2:16]1)=[O:32].[H-:34].[H:35][H:36].[Na+:33].[O:47]=[CH:48][N:49]([CH3:50])[CH3:51]>>[CH2:1]([c:2]1[cH:3][cH:4][cH:5][cH:6][cH:7]1)[O:8][C:9]([NH:10][CH:11]1[CH2:12][CH:13]([c:17]2[n:18]([CH2:41][c:40]3[c:39]([C:37]#[N:38])[cH:46][cH:45][cH:44][cH:43]3)[c:19]3[c:20]([c:21]4[cH:22][cH:23][cH:24][n:25][c:26]4[n:27]([CH3:30])[c:28]3=[O:29])[n:31]2)[CH2:14][CH2:15][CH2:16]1)=[O:32]. Reactants: O (water), BrCCCCBr (1,4-dibromobutane), C([O-])([O-])=O.[K+].[K+] (potassium carbonate), CC1=C2C=NN(C2=CC=C1O[C@H]1C[C@H](CCC1)N)C1OCCCC1 (cis-3-[(4-methyl-1-tetrahydro-2H-pyran-2-yl-1H-indazol-5-yl)oxy]cyclohexanamine). Run in CN(C(C)=O)C (N,N-dimethylacetamide). The product is CC1=C2C=NN(C2=CC=C1O[C@@H]1C[C@@H](CCC1)N1CCCC1)C1OCCCC1 (4-methyl-5-[(cis-3-pyrrolidin-1-ylcyclohexyl)oxy]-1-tetrahydro-2H-pyran-2-yl-1H-indazole). Isolated yield 54.9%. Reaction SMILES: [CH3:1][C:2]1[C:10]([O:11][C@@H:12]2[CH2:17][CH2:16][CH2:15][C@H:14]([NH2:18])[CH2:13]2)=[CH:9][CH:8]=[C:7]2[C:3]=1[CH:4]=[N:5][N:6]2[CH:19]1[CH2:24][CH2:23][CH2:22][CH2:21][O:20]1.Br[CH2:26][CH2:27][CH2:28][CH2:29]Br.C(=O)([O-])[O-].[K+].[K+].O>CN(C)C(=O)C>[CH3:1][C:2]1[C:10]([O:11][C@H:12]2[CH2:17][CH2:16][CH2:15][C@@H:14]([N:18]3[CH2:29][CH2:28][CH2:27][CH2:26]3)[CH2:13]2)=[CH:9][CH:8]=[C:7]2[C:3]=1[CH:4]=[N:5][N:6]2[CH:19]1[CH2:24][CH2:23][CH2:22][CH2:21][O:20]1 |f:2.3.4|. Procedure details: Under nitrogen, the cis-3-[(4-methyl-1-tetrahydro-2H-pyran-2-yl-1H-indazol-5-yl)oxy]cyclohexanamine (100 mg, 0.304 mmol) obtained in Example 724 was dissolved in N,N-dimethylacetamide (3 ml), followed by adding thereto 1,4-dibromobutane (36 μl, 0.304 mmol) and potassium carbonate (105 mg, 0.759 mmol), and the resulting mixture was stirred at 80° C. for 1.5 hours. The reaction solution was cooled to room temperature and water was added thereto, followed by extraction with chloroform (twice). The ...